This data is from the Open Reaction Database (ORD), a public repository of structured organic reaction records. The task is: describe an organic reaction: reactants, conditions, products, and yield The product is COc1cc(OC)cc(N2CCN(C(=O)c3c4ccccc4nc4ccccc34)CC2)c1. Reactants: CN1CCOCC1, COc1cc(OC)cc(N2CCNCC2)c1, CN(C)C=O, O=C(O)c1c2ccccc2nc2ccccc12. Reaction SMILES: [CH3:18][N:19]1[CH2:20][CH2:21][O:22][CH2:23][CH2:24]1.[CH3:25][O:26][c:27]1[cH:28][c:29]([N:35]2[CH2:36][CH2:37][NH:38][CH2:39][CH2:40]2)[cH:30][c:31]([O:33][CH3:34])[cH:32]1.[O:41]=[CH:42][N:43]([CH3:44])[CH3:45].[cH:1]1[cH:2][cH:3][cH:4][c:5]2[n:6][c:7]3[cH:8][cH:9][cH:10][cH:11][c:12]3[c:13]([C:15](=[O:16])[OH:17])[c:14]12>>[cH:1]1[cH:2][cH:3][cH:4][c:5]2[n:6][c:7]3[cH:8][cH:9][cH:10][cH:11][c:12]3[c:13]([C:15](=[O:17])[N:38]3[CH2:37][CH2:36][N:35]([c:29]4[cH:28][c:27]([O:26][CH3:25])[cH:32][c:31]([O:33][CH3:34])[cH:30]4)[CH2:40][CH2:39]3)[c:14]12. Starting materials: BrC1=CC=C(CNC=2C=CC3=C(OC(OC3=O)(C)C)C2)C=C1 (7-[(4-bromobenzyl)amino]-2,2-dimethyl-4H-1,3-benzodioxin-4-one), C1(CCCC1)CCC(=O)Cl (3-cyclopentylpropionyl chloride). The product is BrC1=CC=C(CN(C(CCC2CCCC2)=O)C=2C=CC3=C(OC(OC3=O)(C)C)C2)C=C1 (N-(4-bromobenzyl)-3-cyclopentyl-N-(2,2-dimethyl-4-oxo-4H-1,3-benzodioxin-7-yl)propanamide). RXN SMILES: [Br:1][C:2]1[CH:22]=[CH:21][C:5]([CH2:6][NH:7][C:8]2[CH:9]=[CH:10][C:11]3[C:16](=[O:17])[O:15][C:14]([CH3:19])([CH3:18])[O:13][C:12]=3[CH:20]=2)=[CH:4][CH:3]=1.[CH:23]1([CH2:28][CH2:29][C:30](Cl)=[O:31])[CH2:27][CH2:26][CH2:25][CH2:24]1>>[Br:1][C:2]1[CH:22]=[CH:21][C:5]([CH2:6][N:7]([C:8]2[CH:9]=[CH:10][C:11]3[C:16](=[O:17])[O:15][C:14]([CH3:19])([CH3:18])[O:13][C:12]=3[CH:20]=2)[C:30](=[O:31])[CH2:29][CH2:28][CH:23]2[CH2:27][CH2:26][CH2:25][CH2:24]2)=[CH:4][CH:3]=1. Procedure details: The titled compound was prepared following the procedure M using 7-[(4-bromobenzyl)amino]-2,2-dimethyl-4H-1,3-benzodioxin-4-one and 3-cyclopentylpropionyl chloride as a white powder (86%). M+ (ESI): 488.0. HPLC, Rt: 5.41 min (Purity: 99.9%). Reactants: C1(=CC=CC=C1)B(O)O (phenylboronic acid), (dibenzylideneacetone)-palladium(O), C1(=CC=CC=C1)P(C1=CC=CC=C1)C1=CC=CC=C1 (triphenylphosphine), C([O-])([O-])=O.[Na+].[Na+] (sodium carbonate), BrC=1SC(=C2C1CN(C2)C(=O)OC(C)(C)C)Br (1,3-dibromo-5-(1,1-dimethylethoxy)carbonyl-5,6-dihydro-4H-thieno[3,4-c]pyrrole). Run in C1(=CC=CC=C1)C (toluene). The product is BrC=1SC(=C2C1CN(C2)C(=O)OC(C)(C)C)C2=CC=CC=C2 (1-Bromo-3-phenyl-5-(1,1-dimethylethoxy)carbonyl-5,6-dihydro-4H-thieno[3,4-c]pyrrole). The yield is 34.4%. Reaction SMILES: [C:1]1(B(O)O)[CH:6]=[CH:5][CH:4]=[CH:3][CH:2]=1.C1(P(C2C=CC=CC=2)C2C=CC=CC=2)C=CC=CC=1.C(=O)([O-])[O-].[Na+].[Na+].[Br:35][C:36]1[S:37][C:38](Br)=[C:39]2[CH2:43][N:42]([C:44]([O:46][C:47]([CH3:50])([CH3:49])[CH3:48])=[O:45])[CH2:41][C:40]=12>C1(C)C=CC=CC=1>[Br:35][C:36]1[S:37][C:38]([C:1]2[CH:6]=[CH:5][CH:4]=[CH:3][CH:2]=2)=[C:39]2[CH2:43][N:42]([C:44]([O:46][C:47]([CH3:50])([CH3:49])[CH3:48])=[O:45])[CH2:41][C:40]=12 |f:2.3.4|. Procedure details: 0.91 g (7.5 mmol) of phenylboronic acid, 0.209 g (0.38 mmol) of (dibenzylideneacetone)-palladium(O), 0,397 g (1.5 mmol) of triphenylphosphine and 7.5 ml (15 mmol) of a 2M sodium carbonate solution are added to a solution of 3.2 g (8.3 mmol) of 1,3-dibromo-5-(1,1-dimethylethoxy)carbonyl-5,6-dihydro-4H-thieno[3,4-c]pyrrole in 45 ml of toluene. The mixture is heated at reflux for 5.5 hours and then cooled. The organic phase is separated by settling, washed with water, dried over magnesium sulphate ... Reagents/catalysts: [Pd] (Pd/C). Procedure details: A solution of 59 (430 mg, 0.56 mmol) in 1:1 MeOH/EtOAc (4 mL) was treated with Pd/C (5% wet, ca. 100 mg) and placed under H2 (35 psi) using a Parr apparatus. After 3 h, the reaction mixture was filtered through syringe filter disc (Acrodisc-PSF-0.45 μM) and rinsed with MeOH. The filtrate was concentrated to afford crude 60 (350 mg) which was concentrated twice from anhydrous toluene (50 mL) and then used without further purification. Mass spectrum, m/z [637.5] (M+H)+. Run in CO.CCOC(=O)C (MeOH EtOAc). Reactants: C(C)(C)(C)OC(N(C)C(C)C(NC(C(C)(C)C)C(=O)N1C2C(CC1)N(CC2C(NC2=CC=CC1=CC=CC=C21)=O)C(CNC(=O)OCC2=CC=CC=C2)=O)=O)=O ((1-{1-[4-(2-Benzyloxycarbonylamino-acetyl)-6-(naphthalen-1-ylcarbamoyl)-hexahydro-pyrrolo[3,2-b]pyrrole-1-carbonyl]-2,2-dimethyl-propylcarbamoyl}-ethyl)-methyl-carbamic acid tert-butyl ester). The product is C(C)(C)(C)OC(N(C)C(C)C(NC(C(C)(C)C)C(=O)N1C2C(CC1)N(CC2C(NC2=CC=CC1=CC=CC=C21)=O)C(CN)=O)=O)=O ((1-{1-[4-(2-Amino-acetyl)-6-(naphthalen-1-ylcarbamoyl)-hexahydro-pyrrolo[3,2-b]pyrrole-1-carbonyl]-2,2-dimethyl-propylcarbamoyl}-ethyl)-methyl-carbamic acid tert-butyl ester). Conditions: time 3 hour. As a reaction SMILES: [C:1]([O:5][C:6](=[O:56])[N:7]([CH:9]([C:11](=[O:55])[NH:12][CH:13]([C:18]([N:20]1[CH2:24][CH2:23][CH:22]2[N:25]([C:41](=[O:54])[CH2:42][NH:43]C(OCC3C=CC=CC=3)=O)[CH2:26][CH:27]([C:28](=[O:40])[NH:29][C:30]3[C:39]4[C:34](=[CH:35][CH:36]=[CH:37][CH:38]=4)[CH:33]=[CH:32][CH:31]=3)[CH:21]12)=[O:19])[C:14]([CH3:17])([CH3:16])[CH3:15])[CH3:10])[CH3:8])([CH3:4])([CH3:3])[CH3:2]>[Pd].CO.CCOC(C)=O>[C:1]([O:5][C:6](=[O:56])[N:7]([CH:9]([C:11](=[O:55])[NH:12][CH:13]([C:18]([N:20]1[CH2:24][CH2:23][CH:22]2[N:25]([C:41](=[O:54])[CH2:42][NH2:43])[CH2:26][CH:27]([C:28](=[O:40])[NH:29][C:30]3[C:39]4[C:34](=[CH:35][CH:36]=[CH:37][CH:38]=4)[CH:33]=[CH:32][CH:31]=3)[CH:21]12)=[O:19])[C:14]([CH3:15])([CH3:17])[CH3:16])[CH3:10])[CH3:8])([CH3:2])([CH3:3])[CH3:4] |f:2.3|. The yield is 98.1%.